This data is from the Open Reaction Database (ORD), a public repository of structured organic reaction records. The task is: describe an organic reaction: reactants, conditions, products, and yield Reactants: CC1=NN(C(=C1C=1C=C(C(=O)OC)C=CC1)C)C1=CC=C(C=C1)CCNC(=O)NS(=O)(=O)C1=CC=C(C=C1)C (Methyl 3-[3,5-dimethyl-1-(4-{2-[({[(4-methylphenyl)sulfonyl]amino}carbonyl)amino]ethyl}phenyl)-1H-pyrazol-4-yl]benzoate), [OH-].[Na+] (NaOH). Run in O1CCCC1 (tetrahydrofuran), CO (methanol). Yields the product CC1=NN(C(=C1C=1C=C(C(=O)O)C=CC1)C)C1=CC=C(C=C1)CCNC(=O)NS(=O)(=O)C1=CC=C(C=C1)C (3-[3,5-Dimethyl-1-(4-{2-[({[(4-methylphenyl)sulfonyl]amino}carbonyl) amino]ethyl}phenyl)-1H-pyrazol-4-yl]benzoic Acid). Yield: 85.3%. Reaction SMILES: [CH3:1][C:2]1[C:6]([C:7]2[CH:8]=[C:9]([CH:14]=[CH:15][CH:16]=2)[C:10]([O:12]C)=[O:11])=[C:5]([CH3:17])[N:4]([C:18]2[CH:23]=[CH:22][C:21]([CH2:24][CH2:25][NH:26][C:27]([NH:29][S:30]([C:33]3[CH:38]=[CH:37][C:36]([CH3:39])=[CH:35][CH:34]=3)(=[O:32])=[O:31])=[O:28])=[CH:20][CH:19]=2)[N:3]=1.[OH-].[Na+]>O1CCCC1.CO>[CH3:1][C:2]1[C:6]([C:7]2[CH:8]=[C:9]([CH:14]=[CH:15][CH:16]=2)[C:10]([OH:12])=[O:11])=[C:5]([CH3:17])[N:4]([C:18]2[CH:19]=[CH:20][C:21]([CH2:24][CH2:25][NH:26][C:27]([NH:29][S:30]([C:33]3[CH:34]=[CH:35][C:36]([CH3:39])=[CH:37][CH:38]=3)(=[O:32])=[O:31])=[O:28])=[CH:22][CH:23]=2)[N:3]=1 |f:1.2|. Reported procedure: To a stirred solution of methyl 3-[3,5-dimethyl-1-(4-{2-[({[(4-methylphenyl)sulfonyl]amino}carbonyl)amino]ethyl}phenyl)-1H-pyrazol-4-yl]benzoate (step 5, 1.1 mmol) in tetrahydrofuran (20 mL) and methanol (20 mL) was added 2 M NaOH aq. (10 mL), and then the resulting mixture was refluxed for 3 h. After removal of the solvent, the crude product was partitioned between saturated citric acid aq. (40 mL) and dichloromethane (50 mL). The organic layer was dried (Na2SO4). After removal of the solvent, ... The reactants are CC=1C(=CC2=C(C(OC2)=O)C1)C1OC1 (6-methyl-5-(oxiran-2-yl)-2-benzofuran-1(3H)-one), OC[C@@H]1CN(CCN1)C(=O)OC(C)(C)C (tert-butyl (3S)-3-(hydroxymethyl)piperazine-1-carboxylate). Solvent: CCO (EtOH). The product is OC[C@@H]1CN(CCN1CC(C1=CC2=C(C(OC2)=O)C=C1C)O)C(=O)OC(C)(C)C (tert-butyl (3S)-3-(hydroxymethyl)-4-[2-hydroxy-2-(6-methyl-1-oxo-1,3-dihydro-2-benzofuran-5-yl)ethyl]piperazine-1-carboxylate). As a reaction SMILES: [CH3:1][C:2]1[C:3]([CH:12]2[CH2:14][O:13]2)=[CH:4][C:5]2[CH2:9][O:8][C:7](=[O:10])[C:6]=2[CH:11]=1.[OH:15][CH2:16][C@H:17]1[NH:22][CH2:21][CH2:20][N:19]([C:23]([O:25][C:26]([CH3:29])([CH3:28])[CH3:27])=[O:24])[CH2:18]1>CCO>[OH:15][CH2:16][C@H:17]1[N:22]([CH2:14][CH:12]([OH:13])[C:3]2[C:2]([CH3:1])=[CH:11][C:6]3[C:7](=[O:10])[O:8][CH2:9][C:5]=3[CH:4]=2)[CH2:21][CH2:20][N:19]([C:23]([O:25][C:26]([CH3:29])([CH3:28])[CH3:27])=[O:24])[CH2:18]1. Procedure: A mixture of 6-methyl-5-(oxiran-2-yl)-2-benzofuran-1(3H)-one (750 mg, 3.95 mmol) and tert-butyl (3S)-3-(hydroxymethyl)piperazine-1-carboxylate (1.02 g, 4.74 mmol) in EtOH (5 mL) was reacted under microwave condition (140° C.) for 90 min. After cooling to r.t., the mixture was concentrated to dryness. The residue was purified by prep-TLC to give tert-butyl (3S)-3-(hydroxymethyl)-4-[2-hydroxy-2-(6-methyl-1-oxo-1,3-dihydro-2-benzofuran-5-yl)ethyl]piperazine-1-carboxylate.